This data is from the Open Reaction Database (ORD), a public repository of structured organic reaction records. The task is: describe an organic reaction: reactants, conditions, products, and yield Reactants: [Si](Cl)(Cl)(C)C (Me2SiCl2), [Li]CCCC (n-BuLi), CC=1CC2=CC(=CC(=C2C1)C)C (2,4,6-trimethylindene), [Li] (lithium). Run in C1CCOC1 (THF), CCCCCC (hexane), CCOCC (Et2O). Conditions: time 10 minute. Product: Cl[Si](C)(C)C1C(=CC2=C(C=C(C=C12)C)C)C (Chloro(2,4,6-trimethylindenyl)dimethylsilane). As a reaction SMILES: [Li]CCCC.[CH3:6][C:7]1[CH2:8][C:9]2[C:14]([CH:15]=1)=[C:13]([CH3:16])[CH:12]=[C:11]([CH3:17])[CH:10]=2.[Si:18]([CH3:22])([CH3:21])(Cl)[Cl:19].[Li]>CCCCCC.CCOCC.C1COCC1>[Cl:19][Si:18]([CH:8]1[C:9]2[C:14](=[C:13]([CH3:16])[CH:12]=[C:11]([CH3:17])[CH:10]=2)[CH:15]=[C:7]1[CH3:6])([CH3:22])[CH3:21] |^1:22|. Reported procedure: A 2.5 M n-BuLi solution in hexane (9.6 mL) was added dropwise at 0° C. under nitrogen to a solution of 3.6 g of 2,4,6-trimethylindene in 35 mL of Et2O. During the addition a white-off suspension was formed. After 10 min the mixture was allowed to warm up to r.t. and stirred for 30 min, with final formation of a white suspension. Then a solution of Me2SiCl2 (4 mL) in 35 mL of THF was cooled to 0° C. and slowly added to the lithium salt suspension, also cooled to 0° C. After 30 min the yellow reac... The reactants are BrCCBr, N#CCC(=O)c1ccccc1, ClCCl, [F-], [K+], C1COCCOCCOCCOCCOCCO1. Yields the product N#CC1(C(=O)c2ccccc2)CC1. Reaction SMILES: [Br:12][CH2:13][CH2:14][Br:15].[C:1](#[N:2])[CH2:3][C:4](=[O:5])[c:6]1[cH:7][cH:8][cH:9][cH:10][cH:11]1.[Cl:36][CH2:37][Cl:38].[F-:34].[K+:35].[O:16]1[CH2:17][CH2:18][O:19][CH2:20][CH2:21][O:22][CH2:23][CH2:24][O:25][CH2:26][CH2:27][O:28][CH2:29][CH2:30][O:31][CH2:32][CH2:33]1>>[C:1](#[N:2])[C:3]1([C:4](=[O:5])[c:6]2[cH:7][cH:8][cH:9][cH:10][cH:11]2)[CH2:13][CH2:14]1.